From a dataset of the Open Reaction Database (ORD), a public repository of structured organic reaction records. describe an organic reaction: reactants, conditions, products, and yield Starting materials: [Br-], CCOC(=O)OC(C)Cl, [Li+], CN(C)C=O. Product: CCOC(=O)OC(C)Br. Reaction SMILES: [Br-:2].[C:3]([O:4][CH2:5][CH3:6])([O:7][CH:8]([CH3:9])[Cl:10])=[O:11].[Li+:1].[O:12]=[CH:13][N:14]([CH3:15])[CH3:16]>>[Br:2][CH:8]([O:7][C:3]([O:4][CH2:5][CH3:6])=[O:11])[CH3:9]. RXN SMILES: [C:11]([O:12][CH3:13])([CH3:14])([CH3:15])[CH3:16].[CH:1]12[CH2:2][CH:3]([C:7](=[O:8])[O:9][CH3:10])[CH2:4][CH:5]1[O:6]2>>[CH:1]1([OH:6])[CH2:2][CH:3]([C:7](=[O:8])[O:9][CH3:10])[CH2:4][CH2:5]1. The product is COC(=O)C1CCC(O)C1. The reactants are COC(C)(C)C, COC(=O)C1CC2OC2C1. Starting materials: COC(=O)C1=NC=C(C=C1F)F (3,5-difluoro-pyridine-2-carboxylic acid methyl ester), CN1N=C(C=C1)NC(=O)C1=CC2=C(CC(O2)(C)C)C(=C1)O (4-hydroxy-2,2-dimethyl-2,3-dihydro-benzofuran-6-carboxylic acid (1-methyl-1H-pyrazol-3-yl)-amide), C(=O)([O-])[O-].[Cs+].[Cs+] (Cs2CO3). Run in CN(C)C=O (DMF). Conditions: temperature 160 celsius. Yields the product COC(=O)C1=NC=C(C=C1F)OC1=CC(=CC2=C1CC(O2)(C)C)C(NC2=NN(C=C2)C)=O (5-[2,2-Dimethyl-6-(1-methyl-1H-pyrazol-3-ylcarbamoyl)-2,3-dihydro-benzofuran-4-yloxy]-3-fluoro-pyridine-2-carboxylic acid methyl ester). Yield: 56.5%. As a reaction SMILES: [CH3:1][O:2][C:3]([C:5]1[C:10]([F:11])=[CH:9][C:8](F)=[CH:7][N:6]=1)=[O:4].[CH3:13][N:14]1[CH:18]=[CH:17][C:16]([NH:19][C:20]([C:22]2[CH:32]=[C:31]([OH:33])[C:25]3[CH2:26][C:27]([CH3:30])([CH3:29])[O:28][C:24]=3[CH:23]=2)=[O:21])=[N:15]1.C([O-])([O-])=O.[Cs+].[Cs+]>CN(C=O)C>[CH3:1][O:2][C:3]([C:5]1[C:10]([F:11])=[CH:9][C:8]([O:33][C:31]2[C:25]3[CH2:26][C:27]([CH3:29])([CH3:30])[O:28][C:24]=3[CH:23]=[C:22]([C:20](=[O:21])[NH:19][C:16]3[CH:17]=[CH:18][N:14]([CH3:13])[N:15]=3)[CH:32]=2)=[CH:7][N:6]=1)=[O:4] |f:2.3.4|. Procedure details: A mixture of 3,5-difluoro-pyridine-2-carboxylic acid methyl ester (175a) (422 mg, 2.44 mmol), 4-hydroxy-2,2-dimethyl-2,3-dihydro-benzofuran-6-carboxylic acid (1-methyl-1H-pyrazol-3-yl)-amide (31a) (700 mg, 2.44 mmol), and Cs2CO3 (1.59 g, 4.88 mmol) in DMF was heated to 160° C. in a microwave for 30 min, cooled to room temperature, quenched with H2O and extracted with 3×EtOAc. The combined organic layer was washed with 2×H2O, dried over Na2SO4 and concentrated. The residue was purified by Biotage... Reactants: [BH4-], CO, ClCCl, O=C1CC(NC(=O)C(F)(F)F)(c2ccc(-c3nc4ccn5c(-c6ncccn6)nnc5c4cc3-c3ccccc3)cc2)C1, [Na+]. Product: O=C(NC1(c2ccc(-c3nc4ccn5c(-c6ncccn6)nnc5c4cc3-c3ccccc3)cc2)CC(O)C1)C(F)(F)F. RXN SMILES: [BH4-:44].[CH3:49][OH:50].[Cl:46][CH2:47][Cl:48].[F:1][C:2]([C:3](=[O:4])[NH:5][C:6]1([c:11]2[cH:12][cH:13][c:14](-[c:17]3[n:18][c:19]4[cH:20][cH:21][n:22]5[c:23]([c:24]4[cH:25][c:26]3-[c:27]3[cH:28][cH:29][cH:30][cH:31][cH:32]3)[n:33][n:34][c:35]5-[c:36]3[n:37][cH:38][cH:39][cH:40][n:41]3)[cH:15][cH:16]2)[CH2:7][C:8](=[O:10])[CH2:9]1)([F:42])[F:43].[Na+:45]>>[F:1][C:2]([C:3](=[O:4])[NH:5][C:6]1([c:11]2[cH:12][cH:13][c:14](-[c:17]3[n:18][c:19]4[cH:20][cH:21][n:22]5[c:23]([c:24]4[cH:25][c:26]3-[c:27]3[cH:28][cH:29][cH:30][cH:31][cH:32]3)[n:33][n:34][c:35]5-[c:36]3[n:37][cH:38][cH:39][cH:40][n:41]3)[cH:15][cH:16]2)[CH2:7][CH:8]([OH:10])[CH2:9]1)([F:42])[F:43]. The reactants are NS(=O)(=O)c1ccc(C(F)(F)F)cc1, CCC(=C(c1ccccc1)c1ccc(C=CC(=O)O)cc1)c1ccccc1. Product: CCC(=C(c1ccccc1)c1ccc(C=CC(=O)NS(=O)(=O)c2ccc(C(F)(F)F)cc2)cc1)c1ccccc1. As a reaction SMILES: [F:28][C:29]([c:30]1[cH:31][cH:32][c:33]([S:36](=[O:37])(=[O:38])[NH2:39])[cH:34][cH:35]1)([F:40])[F:41].[c:1]1([C:7](=[C:8]([CH2:9][CH3:10])[c:11]2[cH:12][cH:13][cH:14][cH:15][cH:16]2)[c:17]2[cH:18][cH:19][c:20]([CH:23]=[CH:24][C:25](=[O:26])[OH:27])[cH:21][cH:22]2)[cH:2][cH:3][cH:4][cH:5][cH:6]1>>[c:1]1([C:7](=[C:8]([CH2:9][CH3:10])[c:11]2[cH:12][cH:13][cH:14][cH:15][cH:16]2)[c:17]2[cH:18][cH:19][c:20]([CH:23]=[CH:24][C:25](=[O:26])[NH:39][S:36]([c:33]3[cH:32][cH:31][c:30]([C:29]([F:28])([F:40])[F:41])[cH:35][cH:34]3)(=[O:37])=[O:38])[cH:21][cH:22]2)[cH:2][cH:3][cH:4][cH:5][cH:6]1. Starting materials: Clc1cc(Br)c2[nH]ncc2c1, [Li]C(C)(C)C, CCCCC, CN(C)C=O, CCOC(C)=O, [Cl-], [H-], [NH4+], [Na+], C1CCOC1. Yields the product O=Cc1cc(Cl)cc2cn[nH]c12. RXN SMILES: [Br:1][c:2]1[cH:3][c:4]([Cl:11])[cH:5][c:6]2[cH:7][n:8][nH:9][c:10]12.[C:14]([Li:15])([CH3:16])([CH3:17])[CH3:18].[CH3:19][CH2:20][CH2:21][CH2:22][CH3:23].[CH3:24][N:25]([CH:26]=[O:27])[CH3:28].[CH3:36][CH2:37][O:38][C:39](=[O:40])[CH3:41].[Cl-:29].[H-:12].[NH4+:30].[Na+:13].[O:31]1[CH2:32][CH2:33][CH2:34][CH2:35]1>>[c:2]1([CH:26]=[O:27])[cH:3][c:4]([Cl:11])[cH:5][c:6]2[cH:7][n:8][nH:9][c:10]12. Starting materials: BrC=1C=NC=2N(C1)N=C(C2)C(=O)O (6-bromo-pyrazolo[1,5-a]pyrimidine-2-carboxylic acid), O1C=C(C=C1)C=1C=CC=C2CCNC(C12)C (8-Furan-3-yl-1-methyl-1,2,3,4-tetrahydro-isoquinoline). Product: BrC=1C=NC=2N(C1)N=C(C2)C(=O)N2C(C1=C(C=CC=C1CC2)C2=COC=C2)C ((6-Bromo-pyrazolo[1,5-a]pyrimidin-2-yl)-(8-furan-3-yl-1-methyl-3,4-dihydro-1H-isoquinolin-2-yl)-methanone). As a reaction SMILES: [Br:1][C:2]1[CH:3]=[N:4][C:5]2[N:6]([N:8]=[C:9]([C:11]([OH:13])=O)[CH:10]=2)[CH:7]=1.[O:14]1[CH:18]=[CH:17][C:16]([C:19]2[CH:20]=[CH:21][CH:22]=[C:23]3[C:28]=2[CH:27]([CH3:29])[NH:26][CH2:25][CH2:24]3)=[CH:15]1>>[Br:1][C:2]1[CH:3]=[N:4][C:5]2[N:6]([N:8]=[C:9]([C:11]([N:26]3[CH2:25][CH2:24][C:23]4[C:28](=[C:19]([C:16]5[CH:17]=[CH:18][O:14][CH:15]=5)[CH:20]=[CH:21][CH:22]=4)[CH:27]3[CH3:29])=[O:13])[CH:10]=2)[CH:7]=1. Reported procedure: In close analogy to the procedure described in Example 1, 6-bromo-pyrazolo[1,5-a]pyrimidine-2-carboxylic acid is reacted with 8-Furan-3-yl-1-methyl-1,2,3,4-tetrahydro-isoquinoline to provide the title compound in moderate yield.